This data is from the Open Reaction Database (ORD), a public repository of structured organic reaction records. The task is: describe an organic reaction: reactants, conditions, products, and yield As a reaction SMILES: [CH3:1][O:2][CH2:3][CH2:4][CH2:5][NH:6][C:7](=[O:21])[C@H:8]([CH2:17][CH:18]([CH3:20])[CH3:19])[NH:9]C(OC(C)(C)C)=O.C([Cl:25])(=O)C>CO>[ClH:25].[CH3:1][O:2][CH2:3][CH2:4][CH2:5][NH:6][C:7](=[O:21])[C@H:8]([CH2:17][CH:18]([CH3:19])[CH3:20])[NH2:9] |f:3.4|. Run in CO (CH3OH). Product: Cl.COCCCNC([C@@H](N)CC(C)C)=O (L-leucine 3-methoxypropyl amide hydrochloride). The reactants are COCCCNC([C@@H](NC(=O)OC(C)(C)C)CC(C)C)=O (N-Boc-L-leucine 3-methoxypropyl amide), C(C)(=O)Cl (acetyl chloride). Procedure: N-Boc-L-leucine 3-methoxypropyl amide (463 mg, 1.54 mmol) was in CH3OH (10 mL) was treated with acetyl chloride (1 mL). After 45 minutes, all volatiles were removed under reduced pressure to yield L-leucine 3-methoxypropyl amide hydrochloride (310 mg, quant.) as a sticky solid. Run at time 45 minute. Reactants: CC(=O)OCc1cccc2c1CCc1ccccc1C2=O, CCOC(C)=O, O=C([O-])C(F)(F)F, [I-], [K+], [Na+], O, O=C([O-])O, O=C(O)C(F)(F)F, [Tl+]. Product: CC(=O)OCc1ccc(I)c2c1CCc1ccccc1C2=O. As a reaction SMILES: [C:1]([CH3:2])(=[O:3])[O:4][CH2:5][c:6]1[cH:7][cH:8][cH:9][c:10]2[c:16]1[CH2:15][CH2:14][c:13]1[c:12]([cH:20][cH:19][cH:18][cH:17]1)[C:11]2=[O:21].[CH3:45][CH2:46][O:47][C:48](=[O:49])[CH3:50].[F:22][C:23]([F:24])([F:25])[C:26]([O-:27])=[O:28].[I-:31].[K+:30].[Na+:32].[OH2:44].[OH:33][C:34](=[O:35])[O-:36].[OH:37][C:38]([C:39]([F:40])([F:41])[F:42])=[O:43].[Tl+:29]>>[C:1]([CH3:2])(=[O:3])[O:4][CH2:5][c:6]1[cH:7][cH:8][c:9]([I:31])[c:10]2[c:16]1[CH2:15][CH2:14][c:13]1[c:12]([cH:20][cH:19][cH:18][cH:17]1)[C:11]2=[O:21]. Starting materials: CCOCC, COC(=O)c1cc(Cl)nc(Br)c1N, CO, [Na+], [OH-], O. Product: Nc1c(C(=O)O)cc(Cl)nc1Br. As a reaction SMILES: [CH3:16][CH2:17][O:18][CH2:19][CH3:20].[CH3:1][O:2][C:3]([c:4]1[c:5]([NH2:12])[c:6]([Br:11])[n:7][c:8]([Cl:10])[cH:9]1)=[O:13].[CH3:22][OH:23].[Na+:15].[OH-:14].[OH2:21]>>[O:2]=[C:3]([c:4]1[c:5]([NH2:12])[c:6]([Br:11])[n:7][c:8]([Cl:10])[cH:9]1)[OH:13].